This data is from the Open Reaction Database (ORD), a public repository of structured organic reaction records. The task is: describe an organic reaction: reactants, conditions, products, and yield Starting materials: CCN=C=NCCCN(C)C, CN(C)C=O, CN(C)c1ccncc1, Cl, CC(C)(O)Cn1ncc2cc(Oc3ccc(F)cc3F)c(C(=O)O)cc21, NC1CCNC1=O. Product: CC(C)(O)Cn1ncc2cc(Oc3ccc(F)cc3F)c(C(=O)NC3CCNC3=O)cc21. As a reaction SMILES: [CH3:35][N:36]([CH3:37])[CH2:38][CH2:39][CH2:40][N:41]=[C:42]=[N:43][CH2:44][CH3:45].[CH3:46][N:47]([CH3:48])[CH:49]=[O:50].[CH3:51][N:52]([CH3:53])[c:54]1[cH:55][cH:56][n:57][cH:58][cH:59]1.[ClH:34].[F:1][c:2]1[c:3]([O:4][c:5]2[cH:6][c:7]3[cH:8][n:9][n:10]([CH2:17][C:18]([CH3:19])([CH3:20])[OH:21])[c:11]3[cH:12][c:13]2[C:14](=[O:15])[OH:16])[cH:22][cH:23][c:24]([F:26])[cH:25]1.[NH2:27][CH:28]1[C:29](=[O:33])[NH:30][CH2:31][CH2:32]1>>[F:1][c:2]1[c:3]([O:4][c:5]2[cH:6][c:7]3[cH:8][n:9][n:10]([CH2:17][C:18]([CH3:19])([CH3:20])[OH:21])[c:11]3[cH:12][c:13]2[C:14](=[O:16])[NH:27][CH:28]2[C:29](=[O:33])[NH:30][CH2:31][CH2:32]2)[cH:22][cH:23][c:24]([F:26])[cH:25]1. The reactants are O=C1CCC(=O)N1Br, COC(=O)c1cccn1C, ClCCl. Product: COC(=O)c1ccc(Br)n1C. RXN SMILES: [Br:11][N:12]1[C:13](=[O:14])[CH2:15][CH2:16][C:17]1=[O:18].[CH3:1][n:2]1[c:3]([C:7](=[O:8])[O:9][CH3:10])[cH:4][cH:5][cH:6]1.[Cl:19][CH2:20][Cl:21]>>[CH3:1][n:2]1[c:3]([C:7](=[O:8])[O:9][CH3:10])[cH:4][cH:5][c:6]1[Br:11]. Starting materials: O=C([O-])[O-], CN(C)S(=O)(=O)Cl, CC#N, [K+], [K+], NS(=O)(=O)c1ccccc1O. Yields the product CN(C)S(=O)(=O)Oc1ccccc1S(N)(=O)=O. RXN SMILES: [C:1](=[O:2])([O-:3])[O-:4].[CH3:18][N:19]([S:20](=[O:21])(=[O:22])[Cl:23])[CH3:24].[CH3:25][C:26]#[N:27].[K+:5].[K+:6].[OH:7][c:8]1[c:9]([S:14](=[O:15])(=[O:16])[NH2:17])[cH:10][cH:11][cH:12][cH:13]1>>[O:7]([c:8]1[c:9]([S:14](=[O:15])(=[O:16])[NH2:17])[cH:10][cH:11][cH:12][cH:13]1)[S:20]([N:19]([CH3:18])[CH3:24])(=[O:21])=[O:22]. Reactants: N(=C=S)C1=C(C(=O)OC)C=CC=C1 (methyl 2-isothiocyanatobenzoate), CN(N)C (N,N-dimethylhydrazine). Solvent: C(C)O (ethanol). Yields the product CN(NC(NC1=C(C(=O)OC)C=CC=C1)=S)C (methyl 2(3'-dimethylaminothioureido)benzoate). RXN SMILES: [N:1]([C:4]1[CH:13]=[CH:12][CH:11]=[CH:10][C:5]=1[C:6]([O:8][CH3:9])=[O:7])=[C:2]=[S:3].[CH3:14][N:15]([CH3:17])[NH2:16]>C(O)C>[CH3:14][N:15]([CH3:17])[NH:16][C:2](=[S:3])[NH:1][C:4]1[CH:13]=[CH:12][CH:11]=[CH:10][C:5]=1[C:6]([O:8][CH3:9])=[O:7]. Reported procedure: A solution of methyl 2-isothiocyanatobenzoate (6.0 g, prepared as described in J. Org. Chem., 1962, 27, 3701) and N,N-dimethylhydrazine (6 ml) in ethanol (60 ml) was stirred at room temperature for 1 hour. The precipitate was filtered off and dried to give methyl 2(3'-dimethylaminothioureido)benzoate (6.73 g, m.p. 149°-152°). The reactants are OC(C(C)C)(C=1N=CN(C1)C(C1=CC=CC=C1)(C1=CC=CC=C1)C1=CC=CC=C1)C1=CC=C(C=C1)B(O)O (4-[1-hydroxy-2-methyl-1-(1-trityl-1H-imidazol-4-yl)propyl]phenylboronic acid), BrC=1C=C(C(=O)NC2CC2)C=CC1 (3-bromo-N-cyclopropylbenzamide). Reagents/catalysts: C=1C=CC(=CC1)[P](C=2C=CC=CC2)(C=3C=CC=CC3)[Pd]([P](C=4C=CC=CC4)(C=5C=CC=CC5)C=6C=CC=CC6)([P](C=7C=CC=CC7)(C=8C=CC=CC8)C=9C=CC=CC9)[P](C=1C=CC=CC1)(C=1C=CC=CC1)C=1C=CC=CC1 (tetrakis(triphenylphosphine)palladium(0)). Yields the product C1(CC1)NC(=O)C=1C=C(C=CC1)C1=CC=C(C=C1)C(C(C)C)(C=1N=CN(C1)C(C1=CC=CC=C1)(C1=CC=CC=C1)C1=CC=CC=C1)O (N-cyclopropyl-4′-[1-hydroxy-2-methyl-1-(1-trityl-1H-imidazol-4-yl)propyl][1,1′-biphenyl]-3-carboxamide). Yield: 46.7%. As a reaction SMILES: [OH:1][C:2]([C:30]1[CH:35]=[CH:34][C:33](B(O)O)=[CH:32][CH:31]=1)([C:6]1[N:7]=[CH:8][N:9]([C:11]([C:24]2[CH:29]=[CH:28][CH:27]=[CH:26][CH:25]=2)([C:18]2[CH:23]=[CH:22][CH:21]=[CH:20][CH:19]=2)[C:12]2[CH:17]=[CH:16][CH:15]=[CH:14][CH:13]=2)[CH:10]=1)[CH:3]([CH3:5])[CH3:4].Br[C:40]1[CH:41]=[C:42]([CH:49]=[CH:50][CH:51]=1)[C:43]([NH:45][CH:46]1[CH2:48][CH2:47]1)=[O:44]>C1C=CC([P]([Pd]([P](C2C=CC=CC=2)(C2C=CC=CC=2)C2C=CC=CC=2)([P](C2C=CC=CC=2)(C2C=CC=CC=2)C2C=CC=CC=2)[P](C2C=CC=CC=2)(C2C=CC=CC=2)C2C=CC=CC=2)(C2C=CC=CC=2)C2C=CC=CC=2)=CC=1>[CH:46]1([NH:45][C:43]([C:42]2[CH:41]=[C:40]([C:33]3[CH:32]=[CH:31][C:30]([C:2]([OH:1])([C:6]4[N:7]=[CH:8][N:9]([C:11]([C:12]5[CH:13]=[CH:14][CH:15]=[CH:16][CH:17]=5)([C:24]5[CH:29]=[CH:28][CH:27]=[CH:26][CH:25]=5)[C:18]5[CH:19]=[CH:20][CH:21]=[CH:22][CH:23]=5)[CH:10]=4)[CH:3]([CH3:4])[CH3:5])=[CH:35][CH:34]=3)[CH:51]=[CH:50][CH:49]=2)=[O:44])[CH2:48][CH2:47]1 |^1:55,57,76,95|. Reported procedure: By the reaction in the same manner as in Example 33-(ii) using 4-[1-hydroxy-2-methyl-1-(1-trityl-1H-imidazol-4-yl)propyl]phenylboronic acid (3.40 g), 3-bromo-N-cyclopropylbenzamide (1.53 g) and tetrakis(triphenylphosphine)palladium(0) (0.290 g), the title compound (1.84 g) was obtained as a pale-yellow amorphous powder. Starting materials: c1ccc(CNc2ccccc2)cc1, COc1ccc(P(=O)(Cl)Cl)cc1. The product is COc1ccc(P2(=O)c3ccccc3CN2c2ccccc2)cc1. Reaction SMILES: [CH2:1]([c:2]1[cH:3][cH:4][cH:5][cH:6][cH:7]1)[NH:8][c:9]1[cH:10][cH:11][cH:12][cH:13][cH:14]1.[CH3:15][O:16][c:17]1[cH:18][cH:19][c:20]([P:23](=[O:24])([Cl:25])[Cl:26])[cH:21][cH:22]1>>[CH2:1]1[c:2]2[c:3]([cH:4][cH:5][cH:6][cH:7]2)[P:23]([c:20]2[cH:19][cH:18][c:17]([O:16][CH3:15])[cH:22][cH:21]2)(=[O:24])[N:8]1[c:9]1[cH:10][cH:11][cH:12][cH:13][cH:14]1. Starting materials: N#Cc1ccc(C(=O)NC2CCCCCC2)cc1F, CCO, CC(=O)O, [H][H], O. Product: NCc1ccc(C(=O)NC2CCCCCC2)cc1F. Reaction SMILES: [C:1](#[N:2])[c:3]1[c:4]([F:19])[cH:5][c:6]([C:7](=[O:8])[NH:9][CH:10]2[CH2:11][CH2:12][CH2:13][CH2:14][CH2:15][CH2:16]2)[cH:17][cH:18]1.[CH3:20][CH2:21][OH:22].[CH3:26][C:27](=[O:28])[OH:29].[H:24][H:25].[OH2:23]>>[CH2:1]([NH2:2])[c:3]1[c:4]([F:19])[cH:5][c:6]([C:7](=[O:8])[NH:9][CH:10]2[CH2:11][CH2:12][CH2:13][CH2:14][CH2:15][CH2:16]2)[cH:17][cH:18]1.